This data is from the Open Reaction Database (ORD), a public repository of structured organic reaction records. The task is: describe an organic reaction: reactants, conditions, products, and yield Starting materials: OC1=C(C(=O)O)C=CC=C1[N+](=O)[O-] (2-hydroxy-3-nitrobenzoic acid), C(=O)([O-])[O-].[K+].[K+] (K2CO3), S(=O)(=O)(OC)OC (dimethyl sulfate). Run in CN(C)C=O (DMF). Run at time 8 hour. The product is OC1=C(C(=O)OC)C=CC=C1[N+](=O)[O-] (Methyl 2-hydroxy-3-nitrobenzoate). The yield is 100.0%. RXN SMILES: [OH:1][C:2]1[C:10]([N+:11]([O-:13])=[O:12])=[CH:9][CH:8]=[CH:7][C:3]=1[C:4]([OH:6])=[O:5].[C:14]([O-])([O-])=O.[K+].[K+].S(OC)(OC)(=O)=O>CN(C=O)C>[OH:1][C:2]1[C:10]([N+:11]([O-:13])=[O:12])=[CH:9][CH:8]=[CH:7][C:3]=1[C:4]([O:6][CH3:14])=[O:5] |f:1.2.3|. Reported procedure: To a solution of 2-hydroxy-3-nitrobenzoic acid (25 g, 136 mmol) in DMF (125 mL) was added K2CO3 (37.8 g, 273 mmol). Then dimethyl sulfate (48.2 g, 382 mmol) was added dropwise to the mixture at rt. The mixture was stirred at rt overnight. Then the reaction was quenched by the addition of the saturated aqueous NH4Cl (800 mL) at 0° C. The reaction mixture was extracted with EtOAc (500 mL×2). The combined organic layers were washed with water successively, dried over Na2SO4, filtered and concentrat... The reactants are N([C@H](CC1=CN(C2=CC=CC=C12)C=O)C(=O)O)C(=O)OC(C)(C)C (Boc-D-Trp(CHO)-OH), CCN=C=NCCCN(C)C (WSC), Cl (HCl), N[C@@H](CC1=CC=CC=C1)C(=O)N(C)CC1=CC=CC=C1 (H-Phe-NMeBzl), C=1C=CC2=C(C1)N=NN2O (HOBT). Solvent: CN(C)C=O (DMF). The product is N([C@H](CC1=CN(C2=CC=CC=C12)C=O)C(=O)N[C@@H](CC1=CC=CC=C1)C(=O)N(C)CC1=CC=CC=C1)C(=O)OC(C)(C)C (Boc-D-Trp(CHO)-Phe-NMeBzl). Isolated yield 86.8%. RXN SMILES: [NH:1]([C:18]([O:20][C:21]([CH3:24])([CH3:23])[CH3:22])=[O:19])[C@@H:2]([C:15](O)=[O:16])[CH2:3][C:4]1[C:12]2[C:7](=[CH:8][CH:9]=[CH:10][CH:11]=2)[N:6]([CH:13]=[O:14])[CH:5]=1.Cl.[NH2:26][C@H:27]([C:35]([N:37]([CH2:39][C:40]1[CH:45]=[CH:44][CH:43]=[CH:42][CH:41]=1)[CH3:38])=[O:36])[CH2:28][C:29]1[CH:34]=[CH:33][CH:32]=[CH:31][CH:30]=1.C1C=CC2N(O)N=NC=2C=1.CCN=C=NCCCN(C)C>CN(C=O)C>[NH:1]([C:18]([O:20][C:21]([CH3:24])([CH3:22])[CH3:23])=[O:19])[C@@H:2]([C:15]([NH:26][C@H:27]([C:35]([N:37]([CH2:39][C:40]1[CH:45]=[CH:44][CH:43]=[CH:42][CH:41]=1)[CH3:38])=[O:36])[CH2:28][C:29]1[CH:34]=[CH:33][CH:32]=[CH:31][CH:30]=1)=[O:16])[CH2:3][C:4]1[C:12]2[C:7](=[CH:8][CH:9]=[CH:10][CH:11]=2)[N:6]([CH:13]=[O:14])[CH:5]=1. Reported procedure: Boc-D-Trp(CHO)-OH (3.26 g), HCl.H-Phe-NMeBzl (2.99 g) and HOBT (1.32 g) were dissolved in DMF (40 ml). To this solution was added WSC under ice cooling. The reaction mixture was stirred for an hour at this temperature and for additional an hour at room temperature. After evaporation and extraction with ethyl acetate, the organic layer was washed successively with diluted sodium hydrogencarbonate solution, water, 0.5N hydrochloric acid, and sodium chloride solution and dried over magnesium sulfat... Reactants: O=C([O-])[O-], COC(=O)C(Cc1ccc(O)cc1)NC(=O)OCc1ccccc1, CC(C)(C)OC(=O)NCCOS(C)(=O)=O, [K+], [K+]. Yields the product COC(=O)C(Cc1ccc(OCCNC(=O)OC(C)(C)C)cc1)NC(=O)OCc1ccccc1. Reaction SMILES: [C:40](=[O:41])([O-:42])[O-:43].[CH3:1][O:2][C:3]([CH:4]([NH:5][C:6](=[O:7])[O:8][CH2:9][c:10]1[cH:11][cH:12][cH:13][cH:14][cH:15]1)[CH2:16][c:17]1[cH:18][cH:19][c:20]([OH:23])[cH:21][cH:22]1)=[O:24].[CH3:25][S:26]([O:27][CH2:30][CH2:31][NH:32][C:33]([O:34][C:35]([CH3:36])([CH3:37])[CH3:38])=[O:39])(=[O:28])=[O:29].[K+:44].[K+:45]>>[CH3:1][O:2][C:3]([CH:4]([NH:5][C:6](=[O:7])[O:8][CH2:9][c:10]1[cH:11][cH:12][cH:13][cH:14][cH:15]1)[CH2:16][c:17]1[cH:18][cH:19][c:20]([O:23][CH2:30][CH2:31][NH:32][C:33]([O:34][C:35]([CH3:36])([CH3:37])[CH3:38])=[O:39])[cH:21][cH:22]1)=[O:24]. Starting materials: C(=C)(C)C1C(=C(CC1)C)CCC(C)=O (3-isopropenyl-1-methyl-2-(3-oxobutyl)-cyclopent-1-ene), [H][H] (hydrogen). Reagents/catalysts: [Pd] (palladium on calcium carbonate). Run in C(C)(=O)OCC (ethyl acetate). Yields the product C(C)(C)C1C(=C(CC1)C)CCC(C)=O (3-isopropyl-1-methyl-2-(3-oxobutyl)-cyclopent-1-ene). Yield: 99.0%. As a reaction SMILES: [C:1]([CH:4]1[CH2:8][CH2:7][C:6]([CH3:9])=[C:5]1[CH2:10][CH2:11][C:12](=[O:14])[CH3:13])([CH3:3])=[CH2:2].[H][H]>C(OCC)(=O)C.[Pd]>[CH:1]([CH:4]1[CH2:8][CH2:7][C:6]([CH3:9])=[C:5]1[CH2:10][CH2:11][C:12](=[O:14])[CH3:13])([CH3:3])[CH3:2]. Reported procedure: 4 g of 3-isopropenyl-1-methyl-2-(3-oxobutyl)-cyclopent-1-ene were hydrogenated in 50 ml of ethyl acetate in the presence of 400 mg of palladium on calcium carbonate (5%). After the uptake of one equivalent of hydrogen, the solution was filtered over Celite, concentrated and distilled under a high vacuum. There were obtained 4 g of 3-isopropyl-1-methyl-2-(3-oxobutyl)-cyclopent-1-ene; boiling point 0.005 about 70° C; nD20 = 1.4709; IRfilm : νmax = 1/25, 1390/70 and 1170cm-1. The compound has a woo... RXN SMILES: [Br:29][CH2:30][c:31]1[o:32][c:33]([C:36]([F:37])([F:38])[F:39])[cH:34][cH:35]1.[CH3:40][N:41]([CH3:42])[CH:43]=[O:44].[CH3:45][CH2:46][O:47][C:48](=[O:49])[CH3:50].[F:1][C:2]([S:3](=[O:4])(=[O:5])[O:6][c:7]1[cH:8][cH:9][c:10]2[c:11]([cH:24]1)[C:12]1([CH2:13][O:14]2)[C:15](=[O:23])[NH:16][c:17]2[cH:18][cH:19][cH:20][cH:21][c:22]21)([F:25])[F:26].[Na+:28].[OH-:27]>>[F:1][C:2]([S:3](=[O:4])(=[O:5])[O:6][c:7]1[cH:8][cH:9][c:10]2[c:11]([cH:24]1)[C:12]1([CH2:13][O:14]2)[C:15](=[O:23])[N:16]([CH2:30][c:31]2[o:32][c:33]([C:36]([F:37])([F:38])[F:39])[cH:34][cH:35]2)[c:17]2[cH:18][cH:19][cH:20][cH:21][c:22]21)([F:25])[F:26]. Reactants: FC(F)(F)c1ccc(CBr)o1, CN(C)C=O, CCOC(C)=O, O=C1Nc2ccccc2C12COc1ccc(OS(=O)(=O)C(F)(F)F)cc12, [Na+], [OH-]. Yields the product O=C1N(Cc2ccc(C(F)(F)F)o2)c2ccccc2C12COc1ccc(OS(=O)(=O)C(F)(F)F)cc12. Reactants: C1CCOC1, [Cl-], Cc1nn(C)c(Cl)c1C(=O)O, Nc1cccc(C(=O)c2ccc3c(c2)NC(=O)C3)c1, O=S(Cl)Cl. The product is Cc1nn(C)c(Cl)c1C(=O)Nc1cccc(C(=O)c2ccc3c(c2)NC(=O)C3)c1. As a reaction SMILES: [CH2:36]1[O:37][CH2:38][CH2:39][CH2:40]1.[Cl-:35].[Cl:1][c:2]1[c:3]([C:9](=[O:10])[OH:11])[c:4]([CH3:8])[n:5][n:6]1[CH3:7].[NH2:16][c:17]1[cH:18][c:19]([C:20](=[O:21])[c:22]2[cH:23][cH:24][c:25]3[c:29]([cH:30]2)[NH:28][C:27](=[O:31])[CH2:26]3)[cH:32][cH:33][cH:34]1.[S:12]([Cl:13])([Cl:14])=[O:15]>>[Cl:1][c:2]1[c:3]([C:9](=[O:11])[NH:16][c:17]2[cH:18][c:19]([C:20](=[O:21])[c:22]3[cH:23][cH:24][c:25]4[c:29]([cH:30]3)[NH:28][C:27](=[O:31])[CH2:26]4)[cH:32][cH:33][cH:34]2)[c:4]([CH3:8])[n:5][n:6]1[CH3:7].